Dataset: the Open Reaction Database (ORD), a public repository of structured organic reaction records. Task: describe an organic reaction: reactants, conditions, products, and yield Starting materials: OC1=C(C=C(C=C1)C)C(C)=O (1-(2-Hydroxy-5-methylphenyl)ethanone), BrBr (bromine), O (water). Reagents/catalysts: [Fe] (iron). Solvent: ClCCl (dichloromethane), ClCCl (dichloromethane). Conditions: time 20 minute. Yields the product BrC=1C(=C(C=C(C1)C)C(C)=O)O (1-(3-Bromo-2-hydroxy-5-methylphenyl)ethanone). Yield: 47.9%. RXN SMILES: [OH:1][C:2]1[CH:7]=[CH:6][C:5]([CH3:8])=[CH:4][C:3]=1[C:9](=[O:11])[CH3:10].[Br:12]Br.O>ClCCl.[Fe]>[Br:12][C:7]1[C:2]([OH:1])=[C:3]([C:9](=[O:11])[CH3:10])[CH:4]=[C:5]([CH3:8])[CH:6]=1. Reported procedure: To a solution of 21.5 g (0.143 mol) of 28 in 40 mL of dry dichloromethane, 0.3 g of iron turnings was added. A solution of 10.7 mL (34.2 g, 0.215 mol) of bromine in 100 mL of dichloromethane was added dropwise with vigorous stirring for 20 min. This mixture was refluxed for 30 min, and then 300 mL of water was added. The organic layer was separated, and the aqueous layer was extracted with 2×100 mL of dichloromethane. The combined organic extracts were washed with saturated aqueous Na2SO3, dried... Reactants: CN(C)C=O (DMF), BrC1=C(C=C(C=C1)Cl)F (1-bromo-4-chloro-2-fluorobenzene), [Li+].CC(C)[N-]C(C)C (LDA). The solvent is C1CCOC1 (THF), C1CCOC1 (THF), C1CCOC1 (THF). Reaction conditions: temperature -20 celsius. Product: BrC=1C(=C(C=O)C(=CC1)Cl)F (3-bromo-6-chloro-2-fluorobenzaldehyde). Isolated yield 169.0%. RXN SMILES: [Br:1][C:2]1[CH:7]=[CH:6][C:5]([Cl:8])=[CH:4][C:3]=1[F:9].[Li+].CC([N-]C(C)C)C.CN([CH:21]=[O:22])C>C1COCC1>[Br:1][C:2]1[C:3]([F:9])=[C:4]([C:5]([Cl:8])=[CH:6][CH:7]=1)[CH:21]=[O:22] |f:1.2|. Reported procedure: A solution of 1-bromo-4-chloro-2-fluorobenzene (20.4 g, 0.100 mol) in THF (50 mL) was slowly added to LDA (0.125 mol) in THF (600 mL) at −50° C. The resulting solution was then warmed to −20° C. and cooled again to −50° C. A solution of DMF (14.6 g, 0.20 mol) in THF (50 mL) was slowly added and the reaction mixture was allowed to warm to room temperature. The reaction was quenched with water (250 mL) and extracted with ethyl acetate (2×150 mL). The combined organic phases were dried and concentr... The reactants are COC(C1=CC=C(C=C1)\C=C\C(C1CCCCC1)C=1N(N=C2CCCCC12)C1=CC=C(C=C1)Cl)=O ([rac]-4-{(E)-3-[2-(4-chloro-phenyl)-4,5,6,7-tetrahydro-2H-indazol-3-yl]-3-cyclohexyl-propenyl}-benzoic acid methyl ester), [OH-].[Na+] (NaOH). Run in CO (MeOH). Product: ClC1=CC=C(C=C1)N1N=C2CCCCC2=C1C(/C=C/C1=CC=C(C(=O)O)C=C1)C1CCCCC1 ([rac]-4-{(E)-3-[2-(4-Chloro-phenyl)-4,5,6,7-tetrahydro-2H-indazol-3-yl]-3-cyclohexyl-propenyl}-benzoic acid). RXN SMILES: C[O:2][C:3](=[O:35])[C:4]1[CH:9]=[CH:8][C:7](/[CH:10]=[CH:11]/[CH:12]([C:19]2[N:20]([C:28]3[CH:33]=[CH:32][C:31]([Cl:34])=[CH:30][CH:29]=3)[N:21]=[C:22]3[C:27]=2[CH2:26][CH2:25][CH2:24][CH2:23]3)[CH:13]2[CH2:18][CH2:17][CH2:16][CH2:15][CH2:14]2)=[CH:6][CH:5]=1.[OH-].[Na+]>CO>[Cl:34][C:31]1[CH:32]=[CH:33][C:28]([N:20]2[C:19]([CH:12]([CH:13]3[CH2:18][CH2:17][CH2:16][CH2:15][CH2:14]3)/[CH:11]=[CH:10]/[C:7]3[CH:8]=[CH:9][C:4]([C:3]([OH:35])=[O:2])=[CH:5][CH:6]=3)=[C:27]3[C:22]([CH2:23][CH2:24][CH2:25][CH2:26]3)=[N:21]2)=[CH:29][CH:30]=1 |f:1.2|. Procedure: In analogy to the procedure described in example 63.3, [rac]-4-{(E)-3-[2-(4-chloro-phenyl)-4,5,6,7-tetrahydro-2H-indazol-3-yl]-3-cyclohexyl-propenyl}-benzoic acid methyl ester was treated with NaOH in MeOH to give the title compound. Reactants: ClC1=CC=C(C(=N1)N)[N+](=O)[O-] (6-chloro-3-nitropyridin-2-amine), II (I2). The reagents and catalysts are [O-]S(=O)(=O)[O-].[Ag+].[Ag+] (Ag2SO4). Run in O (water), C(C)O (ethanol). Reaction conditions: time 8 hour. The product is ClC1=C(C=C(C(=N1)N)[N+](=O)[O-])I (6-chloro-5-iodo-3-nitropyridin-2-amine). Yield: 59.0%. RXN SMILES: [Cl:1][C:2]1[N:7]=[C:6]([NH2:8])[C:5]([N+:9]([O-:11])=[O:10])=[CH:4][CH:3]=1.[I:12]I>C(O)C.O.[O-]S([O-])(=O)=O.[Ag+].[Ag+]>[Cl:1][C:2]1[N:7]=[C:6]([NH2:8])[C:5]([N+:9]([O-:11])=[O:10])=[CH:4][C:3]=1[I:12] |f:4.5.6|. Procedure: To a solution of 6-chloro-3-nitropyridin-2-amine (630 mg, 3.63 mmol) in ethanol (11 mL) was add I2 (920 mg, 3.62 mmol) and Ag2SO4 (1132 mg, 3.63 mmol).). The resulting solution was stirred overnight at room temperature and dissolved in water (100 mL), then extracted with ethyl acetate (3×80 ml). The combined organic layers were washed with brine (50 ml), dried over anhydrous sodium sulfate and concentrated under vacuum to produce 6-chloro-5-iodo-3-nitropyridin-2-amine as a yellow solid (640 mg, ... Reactants: ClC1=CC=C(C=C1)C1=NC2=C(N1C(CO)C1CCCCC1)C=C(C(=C2)F)F (2-[2-(4-chloro-phenyl)-5,6-difluoro-benzoimidazol-1-yl]-2-cyclohexyl-ethanol), COC(C1=CC(=C(C=C1)Cl)C(F)(F)F)=O (4-chloro-3-trifluoromethyl-benzoic acid methyl ester), solid. The solvent is CCCCCCC.C(C)(=O)OCC (n-heptane Ethyl acetate). Yields the product COC(C1=CC(=C(C=C1)OCC(C1CCCCC1)N1C(=NC2=C1C=C(C(=C2)F)F)C2=CC=C(C=C2)Cl)C(F)(F)F)=O (4-{2-[2-(4-Chloro-phenyl)-5,6-difluoro-benzoimidazol-1-yl]-2-cyclohexyl-ethoxy}-3-trifluoromethyl-benzoic acid methyl ester). Reaction SMILES: [Cl:1][C:2]1[CH:7]=[CH:6][C:5]([C:8]2[N:12]([CH:13]([CH:16]3[CH2:21][CH2:20][CH2:19][CH2:18][CH2:17]3)[CH2:14][OH:15])[C:11]3[CH:22]=[C:23]([F:27])[C:24]([F:26])=[CH:25][C:10]=3[N:9]=2)=[CH:4][CH:3]=1.[CH3:28][O:29][C:30](=[O:42])[C:31]1[CH:36]=[CH:35][C:34](Cl)=[C:33]([C:38]([F:41])([F:40])[F:39])[CH:32]=1>CCCCCCC.C(OCC)(=O)C>[CH3:28][O:29][C:30](=[O:42])[C:31]1[CH:36]=[CH:35][C:34]([O:15][CH2:14][CH:13]([N:12]2[C:11]3[CH:22]=[C:23]([F:27])[C:24]([F:26])=[CH:25][C:10]=3[N:9]=[C:8]2[C:5]2[CH:6]=[CH:7][C:2]([Cl:1])=[CH:3][CH:4]=2)[CH:16]2[CH2:17][CH2:18][CH2:19][CH2:20][CH2:21]2)=[C:33]([C:38]([F:39])([F:41])[F:40])[CH:32]=1 |f:2.3|. Procedure details: The title compound was prepared in analogy to Example 26, intermediate, from 2-[2-(4-chloro-phenyl)-5,6-difluoro-benzoimidazol-1-yl]-2-cyclohexyl-ethanol (Ex. 1, int. c) and 4-chloro-3-trifluoromethyl-benzoic acid methyl ester (commercially available) after a reaction time of 6 h and using a gradient of n-heptane:Ethyl acetate (100:0 to 60:40). White solid (32%). MS (Turbo Spray): m/z=493.3 [M+H]. The reactants are O (Water), N1CCOCC1 (Morpholine), BrC1=CC(=NC(=C1)Cl)Cl (4-bromo-2,6-dichloropyridine), C([O-])([O-])=O.[Cs+].[Cs+] (cesium carbonate). Run in CN(C)C=O (DMF). Conditions: temperature 100 celsius. Product: BrC1=CC(=NC(=C1)N1CCOCC1)N1CCOCC1 (4,4′-(4-bromopyridine-2,6-diyl)dimorpholine). RXN SMILES: [NH:1]1[CH2:6][CH2:5][O:4][CH2:3][CH2:2]1.[Br:7][C:8]1[CH:13]=[C:12](Cl)[N:11]=[C:10](Cl)[CH:9]=1.[C:16](=[O:19])([O-])[O-].[Cs+].[Cs+].O>CN(C=O)C>[Br:7][C:8]1[CH:13]=[C:12]([N:1]2[CH2:6][CH2:5][O:4][CH2:3][CH2:2]2)[N:11]=[C:10]([N:1]2[CH2:6][CH2:16][O:19][CH2:3][CH2:2]2)[CH:9]=1 |f:2.3.4|. Reported procedure: To a solution of Morpholine (5.0 equiv.) and 4-bromo-2,6-dichloropyridine (1.0 equiv.) in DMF (0.275 M) was added cesium carbonate (2.0 equiv.). The mixture was heated at 100° C. for 45 hours. LCMS analysis indicated formation of several products including the desired (M+H=288, Rt=0.87 min). The reaction mixture was then concentrated in vacuo to yield a glassy foam. Water was then added, and the mixture was extracted with ethyl acetate, and the combined extracts were washed with brine, dried ove... The reactants are CCOC(=O)C(C)OCC, O=Cc1ccc(OCc2ccccc2)cc1, [Li]CCCC, CC(C)[N-]C(C)C, CC(C)NC(C)C, [Cl-], [Li+], [NH4+], C1CCOC1. Yields the product CCOC(=O)C(C)(OCC)C(O)c1ccc(OCc2ccccc2)cc1. As a reaction SMILES: [CH2:13]([CH3:14])[O:15][C:16]([CH:17]([CH3:18])[O:19][CH2:20][CH3:21])=[O:22].[CH2:31]([c:32]1[cH:33][cH:34][cH:35][cH:36][cH:37]1)[O:38][c:39]1[cH:40][cH:41][c:42]([CH:43]=[O:44])[cH:45][cH:46]1.[CH2:8]([Li:9])[CH2:10][CH2:11][CH3:12].[CH3:24][CH:25]([N-:26][CH:27]([CH3:28])[CH3:29])[CH3:30].[CH:1]([NH:2][CH:3]([CH3:4])[CH3:5])([CH3:6])[CH3:7].[Cl-:47].[Li+:23].[NH4+:48].[O:49]1[CH2:50][CH2:51][CH2:52][CH2:53]1>>[CH2:13]([CH3:14])[O:15][C:16]([C:17]([CH3:18])([O:19][CH2:20][CH3:21])[CH:43]([c:42]1[cH:41][cH:40][c:39]([O:38][CH2:31][c:32]2[cH:33][cH:34][cH:35][cH:36][cH:37]2)[cH:46][cH:45]1)[OH:44])=[O:22]. The reactants are Example 1 ( g ), C(C1=CC=CC=C1)OCCOCC1=CC=C(C=C1)C1C(CN(CC1OCC1=CC2=CC=CC=C2C=C1)C(=O)OC(C)(C)C)CO (tert-butyl (3SR,4RS,5RS)-4-[4-(2-benzyloxy-ethoxymethyl)-phenyl]-3-hydroxymethyl-5-(naphthalen-2-ylmethoxy)-piperidine-1-carboxylate), CI (methyl iodide). Product: C(C1=CC=CC=C1)OCCOCC1=CC=C(C=C1)C1C(CN(CC1OCC1=CC2=CC=CC=C2C=C1)C(=O)OC(C)(C)C)COC (tert-butyl (3SR,4RS,5RS)-4-[4-(2-benzyloxy-ethoxymethyl)-phenyl]-3-methoxymethyl-5-(naphthalen-2-ylmethoxy)-piperidine-1-carboxylate). As a reaction SMILES: [CH2:1]([O:8][CH2:9][CH2:10][O:11][CH2:12][C:13]1[CH:18]=[CH:17][C:16]([CH:19]2[CH:24]([O:25][CH2:26][C:27]3[CH:36]=[CH:35][C:34]4[C:29](=[CH:30][CH:31]=[CH:32][CH:33]=4)[CH:28]=3)[CH2:23][N:22]([C:37]([O:39][C:40]([CH3:43])([CH3:42])[CH3:41])=[O:38])[CH2:21][CH:20]2[CH2:44][OH:45])=[CH:15][CH:14]=1)[C:2]1[CH:7]=[CH:6][CH:5]=[CH:4][CH:3]=1.[CH3:46]I>>[CH2:1]([O:8][CH2:9][CH2:10][O:11][CH2:12][C:13]1[CH:14]=[CH:15][C:16]([CH:19]2[CH:24]([O:25][CH2:26][C:27]3[CH:36]=[CH:35][C:34]4[C:29](=[CH:30][CH:31]=[CH:32][CH:33]=4)[CH:28]=3)[CH2:23][N:22]([C:37]([O:39][C:40]([CH3:41])([CH3:42])[CH3:43])=[O:38])[CH2:21][CH:20]2[CH2:44][O:45][CH3:46])=[CH:17][CH:18]=1)[C:2]1[CH:3]=[CH:4][CH:5]=[CH:6][CH:7]=1. Procedure: In an analogous manner to that described in Example 1 (g), by alkylating tert-butyl (3SR,4RS,5RS)-4-[4-(2-benzyloxy-ethoxymethyl)-phenyl]-3-hydroxymethyl-5-(naphthalen-2-ylmethoxy)-piperidine-1-carboxylate with methyl iodide there was obtained tert-butyl (3SR,4RS,5RS)-4-[4-(2-benzyloxy-ethoxymethyl)-phenyl]-3-methoxymethyl-5-(naphthalen-2-ylmethoxy)-piperidine-1-carboxylate as a colourless oil; MS: 643 (M+NH4)+.